Dataset: the Open Reaction Database (ORD), a public repository of structured organic reaction records. Task: describe an organic reaction: reactants, conditions, products, and yield Reactants: N1=C(C=CC=C1)NC1=NC=CC=C1 (bis-(2-pyridyl)amine), N1=C(C=CC=C1)C(C#N)C1=NC=CC=C1 (2,2-bis-(2-pyridyl)acetonitrile), COC(CBr)OC (2-bromoacetaldehyde dimethyl acetal). The product is COC(CC(C1=NC=CC=C1)C1=NC=CC=C1)OC (3,3-bis-(2-pyridyl)propionaldehyde dimethyl acetal). Yield: 77.0%. RXN SMILES: N1C=CC=CC=1NC1C=CC=CN=1.[N:14]1[CH:19]=[CH:18][CH:17]=[CH:16][C:15]=1[CH:20]([C:23]1[CH:28]=[CH:27][CH:26]=[CH:25][N:24]=1)[C:21]#N.[CH3:29][O:30][CH:31]([O:34][CH3:35])CBr>>[CH3:29][O:30][CH:31]([O:34][CH3:35])[CH2:21][CH:20]([C:23]1[CH:28]=[CH:27][CH:26]=[CH:25][N:24]=1)[C:15]1[CH:16]=[CH:17][CH:18]=[CH:19][N:14]=1. Procedure details: This product was prepared as described above, (in Example 5), with the exception that bis-(2-pyridyl)amine was replaced by bis-(2-pyridyl)methane (prepared as described in Heterocycles 1995, 40, 757-776) and substituting 1-(2-chloroethyl)-4-(2-methoxyphenyl)piperazine with 2-bromoacetaldehyde dimethyl acetal. After 12.5 h at reflux the reaction mixture was worked-up as described above. The crude residue was purified by flash chromatography (ethyl acetate-petroleum ether-2.2 N methanolic ammonia ...